From a dataset of the Open Reaction Database (ORD), a public repository of structured organic reaction records. describe an organic reaction: reactants, conditions, products, and yield Starting materials: N1=CC(=CC=C1)C=O (3-pyridinecarboxaldehyde), ClC1=NSN=C1C=1C=NC=CC1 (3-(3-Chloro-1,2,5-thiadiazol-4-yl)pyridine), diol, compound 2, [H-].[Na+] (sodium hydride). The product is ClC1=NSN=C1C1=NC=CC=C1 (3-chloro-1,2,5-thiadiazol-4-yl-pyridine), compound 3. RXN SMILES: [N:1]1[CH:6]=[CH:5][CH:4]=[C:3](C=O)[CH:2]=1.[Cl:9][C:10]1[C:14](C2C=NC=CC=2)=[N:13][S:12][N:11]=1.[H-].[Na+]>C1COCC1>[Cl:9][C:10]1[C:14]([C:6]2[CH:5]=[CH:4][CH:3]=[CH:2][N:1]=2)=[N:13][S:12][N:11]=1 |f:2.3|. Reported procedure: 3-(3-chloro-1,2,5-thiadiazol-4-yl-pyridine (compound 1) was synthesized from 3-pyridinecarboxaldehyde following, except with slight modification, from the published procedure as provided in Sauerberg et al, Journal Medicinal Chemistry, 1992, Vol. 35, Page 2274. 3-(3-Chloro-1,2,5-thiadiazol-4-yl)pyridine was reacted with a diol (compound 2, wherein n=6, 7, 8, 9, 10 or 12) in the presence of sodium hydride in refluxing THF to yield bis[3-(pyridin-3-yl)-1,2,5-thiadiazol-4-yl]alkyl-diethers (compoun... Run in C1CCOC1 (THF). Reagents/catalysts: [Cu] (copper bronze). Yields the product BrC1=CC=C2C=3C=CC(=CC3C(C2=C1)(CCCCCCCCCC)CCCCCCCCCC)N(C1=CC=CC=C1)C1=CC=CC=C1 ((7-Bromo-9,9-didecyl-fluoren-2-yl)diphenylamine). RXN SMILES: [Br:1][C:2]1[CH:14]=[CH:13][C:12]2[C:11]3[C:6](=[CH:7][C:8](I)=[CH:9][CH:10]=3)[C:5]([CH2:26][CH2:27][CH2:28][CH2:29][CH2:30][CH2:31][CH2:32][CH2:33][CH2:34][CH3:35])([CH2:16][CH2:17][CH2:18][CH2:19][CH2:20][CH2:21][CH2:22][CH2:23][CH2:24][CH3:25])[C:4]=2[CH:3]=1.[C:36]1([NH:42][C:43]2[CH:48]=[CH:47][CH:46]=[CH:45][CH:44]=2)[CH:41]=[CH:40][CH:39]=[CH:38][CH:37]=1.C(=O)([O-])[O-].[K+].[K+].COCCOCCN(CCOCCOC)CCOCCOC>[Cu]>[Br:1][C:2]1[CH:3]=[C:4]2[C:12]([C:11]3[CH:10]=[CH:9][C:8]([N:42]([C:43]4[CH:44]=[CH:45][CH:46]=[CH:47][CH:48]=4)[C:36]4[CH:41]=[CH:40][CH:39]=[CH:38][CH:37]=4)=[CH:7][C:6]=3[C:5]2([CH2:26][CH2:27][CH2:28][CH2:29][CH2:30][CH2:31][CH2:32][CH2:33][CH2:34][CH3:35])[CH2:16][CH2:17][CH2:18][CH2:19][CH2:20][CH2:21][CH2:22][CH2:23][CH2:24][CH3:25])=[CH:13][CH:14]=1 |f:2.3.4|. Reaction conditions: time 6 hour. Starting materials: BrC1=CC=2C(C3=CC(=CC=C3C2C=C1)I)(CCCCCCCCCC)CCCCCCCCCC (2-bromo-7-iodo-9,9-didecylfluorene), C1(=CC=CC=C1)NC1=CC=CC=C1 (diphenylamine), C([O-])([O-])=O.[K+].[K+] (potassium carbonate), COCCOCCN(CCOCCOC)CCOCCOC (tris(2-(2-methoxyethoxy)ethyl)amine), xylenes. Procedure: A mixture of 2-bromo-7-iodo-9,9-didecylfluorene (52.13 g, 0.08 mol), diphenylamine (15.6 g, 0.0922 mol, 1.152 eq), potassium carbonate (25.5 g, 0.1844 mol), tris(2-(2-methoxyethoxy)ethyl)amine (TDA-1, 5 mL), copper bronze (3.0 g, 0.05 g atom) and xylenes (75 mL) was brought to reflux, and 35 mL, of xylenes were distilled off to reach a reaction temperature of 160° C. The reaction was maintained at this temperature for 18 hours. Some more solvent was distilled off to reach a reaction temperature ... Yield: 61.0%.